From a dataset of the Open Reaction Database (ORD), a public repository of structured organic reaction records. describe an organic reaction: reactants, conditions, products, and yield Reactants: CC1(CC=C(CC1)C1=NC(=CC=C1NC(=O)C=1NC(=CN1)C#N)C(C)(C)O)C (5-Cyano-1H-imidazole-2-carboxylic acid [2-(4,4-dimethyl-cyclohex-1-enyl)-6-(1-hydroxy-1-methyl-ethyl)-pyridin-3-yl]-amide), CN1CCNCC1 (N-methylpiperizine), S(=O)(Cl)Cl (thionyl chloride). The solvent is C(Cl)Cl (DCM). Product: CC1(CC=C(CC1)C1=NC(=CC=C1NC(=O)C=1NC(=CN1)C#N)C(C)(N1CCN(CC1)C)C)C (5-Cyano-1H-imidazole-2-carboxylic acid {2-(4,4-dimethyl-cyclohex-1-enyl)-6-[1-methyl-1-(4-methyl-piperazin-1-yl)-ethyl]-pyridin-3-yl}-amide). As a reaction SMILES: [CH3:1][C:2]1([CH3:28])[CH2:7][CH2:6][C:5]([C:8]2[C:13]([NH:14][C:15]([C:17]3[NH:18][C:19]([C:22]#[N:23])=[CH:20][N:21]=3)=[O:16])=[CH:12][CH:11]=[C:10]([C:24](O)([CH3:26])[CH3:25])[N:9]=2)=[CH:4][CH2:3]1.[CH3:29][N:30]1[CH2:35][CH2:34][NH:33][CH2:32][CH2:31]1.S(Cl)(Cl)=O>C(Cl)Cl>[CH3:1][C:2]1([CH3:28])[CH2:7][CH2:6][C:5]([C:8]2[C:13]([NH:14][C:15]([C:17]3[NH:18][C:19]([C:22]#[N:23])=[CH:20][N:21]=3)=[O:16])=[CH:12][CH:11]=[C:10]([C:24]([CH3:26])([N:33]3[CH2:34][CH2:35][N:30]([CH3:29])[CH2:31][CH2:32]3)[CH3:25])[N:9]=2)=[CH:4][CH2:3]1. Procedure details: The title compound is prepared from 5-cyano-1H-imidazole-2-carboxylic acid [2-(4,4-dimethyl-cyclohex-1-enyl)-6-(1-hydroxy-1-methyl-ethyl)-pyridin-3-yl]-amide (as prepared in Example 56, step (e)), N-methylpiperizine and thionyl chloride in DCM solvent according to the procedure in Example 14, step (e). The reactants are N(=O)[O-].[Na+].Cl (sodium nitrite HCl), [Li] (lithium), N(=O)N(C1C(CCCC1)O)C(C)(C)C (N-nitroso-tert.-butyl-(2-hydroxycyclohexyl)amine), O1C2C1CCCC2 (1,2-epoxy-cyclohexane), C(C)(C)(C)N (tert.butylamine). Run at temperature 50 celsius. Product: Cl.C(C)(C)(C)N(N)C1C(CCCC1)O (N-tert.-Butyl-N-(2-hydroxycyclohexyl)-hydrazine hydrochloride). As a reaction SMILES: [Li].[N:2]([N:4]([C:12]([CH3:15])([CH3:14])[CH3:13])[CH:5]1[CH2:10][CH2:9][CH2:8][CH2:7][CH:6]1[OH:11])=O.O1C2CCCCC12.C(N)(C)(C)C.N([O-])=O.[Na+].[ClH:32]>>[ClH:32].[C:12]([N:4]([CH:5]1[CH2:10][CH2:9][CH2:8][CH2:7][CH:6]1[OH:11])[NH2:2])([CH3:15])([CH3:13])[CH3:14] |f:4.5.6,7.8,^1:0|. Reported procedure: 10 g of lithium alanate are added in portions of 1 g to a solution of 38.8 g of N-nitroso-tert.-butyl-(2-hydroxycyclohexyl)amine (obtained by heating 1,2-epoxy-cyclohexane with tert.butylamine at 150° C. in an autoclave and then nitrosating the mixture with sodium nitrite/HCl) under a nitrogen atmosphere in the course of 2 days, the mixture being heated at 50° C. The residual lithium alanate is destroyed by cooling the mixture and careful dropwise addition of 50 ml of methanol and then 75 ml of ... The reactants are C(C1=CC=NC=C1)(=O)OC (methyl isonicotinate), S(O)(O)(=O)=O (sulfuric acid), CO (MeOH), S(=O)(=O)([O-])OOS(=O)(=O)[O-].[NH4+].[NH4+] (ammonium peroxydisulfate). Solvent: O (water). Product: OCC=1C=C(C(=O)OC)C=CN1 (Methyl 2-(hydroxymethyl)isonicotinate). Isolated yield 32.0%. As a reaction SMILES: [C:1]([O:9][CH3:10])(=[O:8])[C:2]1[CH:7]=[CH:6][N:5]=[CH:4][CH:3]=1.S(=O)(=O)(O)O.S(OOS([O-])(=O)=O)([O-])(=O)=O.[NH4+].[NH4+].[CH3:28][OH:29]>O>[OH:29][CH2:28][C:4]1[CH:3]=[C:2]([CH:7]=[CH:6][N:5]=1)[C:1]([O:9][CH3:10])=[O:8] |f:2.3.4|. Reported procedure: The reaction was performed in 2 separate 1000 mL round-bottomed flasks. To a solution of methyl isonicotinate (70 g, 510.44 mmol) and sulfuric acid (2.340 mL, 43.90 mmol) in MeOH (700 mL) under reflux, was added a solution of ammonium peroxydisulfate (210 g, 918.80 mmol) in water (350 mL) over 20 min. The reaction was refluxed for 20 min and was then allowed to cool to room temperature. The solid was filtered off and washed with MeOH. MeOH was removed from the filtrate under reduced pressure and... Starting materials: [N+](=O)([O-])C1=C(C(=O)NC2=NN(C=C2)C2=CC(=CC=C2)C(F)(F)F)C=C(C=C1)N1CCCCC1 (2-nitro-5-(piperidin-1-yl)-N-(1-(3-(trifluoromethyl)phenyl)-1H-pyrazol-3-yl)benzamide). Reagents/catalysts: [Pd] (Pd/C). The solvent is CO (methanol), C(C)(=O)OCC (ethyl acetate). Conditions: time 1 hour. Yields the product NC1=C(C(=O)NC2=NN(C=C2)C2=CC(=CC=C2)C(F)(F)F)C=C(C=C1)N1CCCCC1 (2-amino-5-(piperidin-1-yl)-N-(1-(3-(trifluoromethyl)phenyl)-1H-pyrazol-3-yl)benzamide). Isolated yield 71.3%. As a reaction SMILES: [N+:1]([C:4]1[CH:27]=[CH:26][C:25]([N:28]2[CH2:33][CH2:32][CH2:31][CH2:30][CH2:29]2)=[CH:24][C:5]=1[C:6]([NH:8][C:9]1[CH:13]=[CH:12][N:11]([C:14]2[CH:19]=[CH:18][CH:17]=[C:16]([C:20]([F:23])([F:22])[F:21])[CH:15]=2)[N:10]=1)=[O:7])([O-])=O>CO.C(OCC)(=O)C.[Pd]>[NH2:1][C:4]1[CH:27]=[CH:26][C:25]([N:28]2[CH2:33][CH2:32][CH2:31][CH2:30][CH2:29]2)=[CH:24][C:5]=1[C:6]([NH:8][C:9]1[CH:13]=[CH:12][N:11]([C:14]2[CH:19]=[CH:18][CH:17]=[C:16]([C:20]([F:22])([F:23])[F:21])[CH:15]=2)[N:10]=1)=[O:7]. Reported procedure: Into a 50-mL round-bottom flask, was placed a solution of 2-nitro-5-(piperidin-1-yl)-N-(1-(3-(trifluoromethyl)phenyl)-1H-pyrazol-3-yl)benzamide (900 mg, 1.96 mmol, 1.00 equiv) in methanol (15 mL) and ethyl acetate (15 mL). The mixture was treated with Pd/C (500 mg) stirred under a hydrogen atmosphere for 1 h at room temperature in an oil bath. The reaction progress was monitored by LCMS. The solids were filtered out. The resulting mixture was concentrated under vacuum to give 600 mg (71%) of pro... Reactants: C(C)(C)(C)OC(=O)N1CCC(CC1)C=O (1-(t-butoxycarbonyl)-4-piperidinecarboxaldehyde), O=C(CP(OC)(OC)=O)C=1C=NC=CC1 (Dimethyl (2-oxo-2-(3-pyridyl)ethyl)phosphonate), [H-].[Na+] (sodium hydride). The solvent is C1CCOC1 (THF), CCOCC (ether), C1CCOC1 (THF), C1CCOC1 (THF). Conditions: temperature 45 celsius, time 8 hour. The product is C(C)(C)(C)OC(=O)N1CCC(CC1)C=CC(C=1C=NC=CC1)=O (1-(t-Butoxycarbonyl)-4-(3-oxo-3-(3-pyridyl)prop-1-enyl)piperidine). Isolated yield 80.5%. Reaction SMILES: [O:1]=[C:2]([C:10]1[CH:11]=[N:12][CH:13]=[CH:14][CH:15]=1)[CH2:3]P(=O)(OC)OC.[H-].[Na+].[C:18]([O:22][C:23]([N:25]1[CH2:30][CH2:29][CH:28]([CH:31]=O)[CH2:27][CH2:26]1)=[O:24])([CH3:21])([CH3:20])[CH3:19]>C1COCC1.CCOCC>[C:18]([O:22][C:23]([N:25]1[CH2:30][CH2:29][CH:28]([CH:31]=[CH:3][C:2](=[O:1])[C:10]2[CH:11]=[N:12][CH:13]=[CH:14][CH:15]=2)[CH2:27][CH2:26]1)=[O:24])([CH3:21])([CH3:19])[CH3:20] |f:1.2|. Procedure: A solution of dimethyl (2-oxo-2-(3-pyridyl)ethyl)phosphonate (150 mg, 0.65 mmol, from Procedure 38, Step A) in THF (1.8 mL) was added to a stirred suspension of sodium hydride (60% oil dispersion, 15 mg of sodium hydride, 0.63 mmol) in THF (3.0 mL). The resulting suspension was warmed in a 45° C. oil bath for 30 min. After the mixture had cooled to rt, 1-(t-butoxycarbonyl)-4-piperidinecarboxaldehyde (112 mg, 0.53 mmol) was added in THF (1.5 mL). After stirring overnight at rt, the mixture was di... Starting materials: Cl (HCl), CCOCC (Et2O), COCCCC[C@H]1CN(CCN1C)C1=NC2=C(NC=3SC(=CC13)C)C=CC=C2 ((S)-10-[3-(4-methoxybutyl)-4-methyl-piperazin-1-yl]-2-methyl-4H-3-thia-4,9-diaza-benzo[f]azulene). Run in C(Cl)Cl (CH2Cl2). Run at time 1 hour. The product is Cl.Cl.COCCCC[C@H]1CN(CCN1C)C1=NC2=C(NC=3SC(=CC13)C)C=CC=C2 ((S)-10-[3-(4-Methoxy-butyl)-4-methyl-piperazin-1-yl]-2-methyl-4H-3-thia-4,9-diaza-benzo[f]azulene dihydrochloride). As a reaction SMILES: [CH3:1][O:2][CH2:3][CH2:4][CH2:5][CH2:6][C@@H:7]1[N:12]([CH3:13])[CH2:11][CH2:10][N:9]([C:14]2[C:23]3[CH:22]=[C:21]([CH3:24])[S:20][C:19]=3[NH:18][C:17]3[CH:25]=[CH:26][CH:27]=[CH:28][C:16]=3[N:15]=2)[CH2:8]1.[ClH:29].CCOCC>C(Cl)Cl>[ClH:29].[ClH:29].[CH3:1][O:2][CH2:3][CH2:4][CH2:5][CH2:6][C@@H:7]1[N:12]([CH3:13])[CH2:11][CH2:10][N:9]([C:14]2[C:23]3[CH:22]=[C:21]([CH3:24])[S:20][C:19]=3[NH:18][C:17]3[CH:25]=[CH:26][CH:27]=[CH:28][C:16]=3[N:15]=2)[CH2:8]1 |f:4.5.6|. Procedure details: Into a room temperature stirred solution of (S)-10-[3-(4-methoxybutyl)-4-methyl-piperazin-1-yl]-2-methyl-4H-3-thia-4,9-diaza-benzo[f]azulene (0.015 g, 0.038 mmol) in CH2Cl2 add 2.0 N HCl in Et2O (0.038 mL, 0.07 mmol) and stir for 1 h. Concentrate the mixture under reduced pressure and dry in a vacuum oven at 60° C. overnight to give the title compound: brown solid (0.018 g), mass spectrum (m/e):399.0 (M+1). Reactants: C(C)(C)(C)P(C1=C(C=CC=C1)C1=C(C=C(C=C1C(C)C)C(C)C)C(C)C)C(C)(C)C (2-di-t-butylphosphino-2′,4′,6′-triisopropylbiphenyl), [OH-].[K+] (potassium hydroxide), C(C)(C)(C)OC(CCCN1CC2=C(CC1)OC(=C2)C2=CC=C(C=C2)Br)=O (4-[2-(4-Bromo-phenyl)-6,7-dihydro-4H-furo[3,2-c]pyridine-5-yl]-butyric acid t-butyl ester). Reagents/catalysts: C=1C=CC(=CC1)/C=C/C(=O)/C=C/C2=CC=CC=C2.C=1C=CC(=CC1)/C=C/C(=O)/C=C/C2=CC=CC=C2.C=1C=CC(=CC1)/C=C/C(=O)/C=C/C2=CC=CC=C2.[Pd].[Pd] (tris-(dibenzylideneaceton)-dipalladium(0)). Run in CCOC(=O)C (EtOAc), C1(=CC=CC=C1)C (toluene). Run at temperature 60 celsius, time 1.25 hour. The product is C(C)(C)(C)OC(CCCN1CC2=C(CC1)OC(=C2)C2=CC=C(C=C2)O)=O (4-[2-(4-Hydroxy-phenyl)-6,7-dihydro-4H-furo[3,2-c]pyridine-5-yl]-butyric acid t-butyl ester). Reaction SMILES: [C:1]([O:5][C:6](=[O:26])[CH2:7][CH2:8][CH2:9][N:10]1[CH2:15][CH2:14][C:13]2[O:16][C:17]([C:19]3[CH:24]=[CH:23][C:22](Br)=[CH:21][CH:20]=3)=[CH:18][C:12]=2[CH2:11]1)([CH3:4])([CH3:3])[CH3:2].[OH-:27].[K+].C(P(C(C)(C)C)C1C=CC=CC=1C1C(C(C)C)=CC(C(C)C)=CC=1C(C)C)(C)(C)C>C1(C)C=CC=CC=1.CCOC(C)=O.C1C=CC(/C=C/C(/C=C/C2C=CC=CC=2)=O)=CC=1.C1C=CC(/C=C/C(/C=C/C2C=CC=CC=2)=O)=CC=1.C1C=CC(/C=C/C(/C=C/C2C=CC=CC=2)=O)=CC=1.[Pd].[Pd]>[C:1]([O:5][C:6](=[O:26])[CH2:7][CH2:8][CH2:9][N:10]1[CH2:15][CH2:14][C:13]2[O:16][C:17]([C:19]3[CH:24]=[CH:23][C:22]([OH:27])=[CH:21][CH:20]=3)=[CH:18][C:12]=2[CH2:11]1)([CH3:4])([CH3:3])[CH3:2] |f:1.2,6.7.8.9.10|. Procedure details: Compound 7d (Rb═H, 4.91 g, 11.68 mmol) was dissolved in toluene (100 ml) and to the solution was added potassium hydroxide (2 ml, 11.7N) and the solution was degassed. To the solution was added 2-di-t-butylphosphino-2′,4′,6′-triisopropylbiphenyl (0.27 g, 0.64 mmol, 0.06 eq) and tris-(dibenzylideneaceton)-dipalladium(0) (0.29 g, 0.32 mmol, 0.03 eq). The mixture was stirred at 60° C. for 1.25 hrs. The mixture was cooled to room temperature, diluted with EtOAc and washed with 5% NaHCO3 solution (10... Starting materials: C1(=C(C=CC=C1)C#C)C (toluylacetylene), 2-(4-bromophenyl)-1,3-dioxalane, CN(C=O)C (dimethylformamide), Cl (hydrochloric acid). Reagents/catalysts: [Cu](I)I (copper iodide). Conditions: time 5 hour. Yields the product CC1=CC=C(C=C1)C#CC1=CC=C(C=O)C=C1 (4-(2-(4-methylphenyl)ethynyl)benzaldehyde). Reaction SMILES: [C:1]1(C)[CH:6]=[CH:5][CH:4]=[CH:3][C:2]=1[C:7]#[CH:8].Cl.CN(C)[CH:13]=[O:14]>[Cu](I)I>[CH3:7][C:2]1[CH:3]=[CH:4][C:5]([C:8]#[C:7][C:2]2[CH:1]=[CH:6][C:5]([CH:13]=[O:14])=[CH:4][CH:3]=2)=[CH:6][CH:1]=1. Reported procedure: According to the method of J. Cole et al., J. Chem. Soc., 244 (1962), a mixture of toluylacetylene (200 mmol), 2-(4-bromophenyl)-1,3-dioxalane (200 mmol), dimethylformamide (500 ml), and copper iodide (I) (300 mmol) was heated while stirring for 5 hours. After allowed to cool, 500 ml of 6M hydrochloric acid was added and stirred for 1 hour. It was extracted with 500 ml of toluene, and the organic layer was washed with water thrice and dried with anhydrous magnesium sulfate. The solvent was disti...